From a dataset of the Open Reaction Database (ORD), a public repository of structured organic reaction records. describe an organic reaction: reactants, conditions, products, and yield Starting materials: C(CC)(=O)C1=CC=C(NC(C)=O)C=C1 (p-propionylacetanilide), C([O-])([O-])=O.[Na+].[Na+] (sodium carbonate). Run in Cl (hydrochloric acid). Conditions: time 30 minute. The product is C(CC)(=O)C1=CC=C(N)C=C1 (p-propionyl aniline). RXN SMILES: [C:1]([C:5]1[CH:14]=[CH:13][C:8]([NH:9]C(=O)C)=[CH:7][CH:6]=1)(=[O:4])[CH2:2][CH3:3].C(=O)([O-])[O-].[Na+].[Na+]>Cl>[C:1]([C:5]1[CH:6]=[CH:7][C:8]([NH2:9])=[CH:13][CH:14]=1)(=[O:4])[CH2:2][CH3:3] |f:1.2.3|. Procedure details: 141 g (1 mole) of p-propionylacetanilide were dissolved while refluxing and stirring into 600 ml of 5 N hydrochloric acid. Refluxing was continued for 30 min, cooling was applied, and sodium carbonate (about 300 g) was added, until the reaction mixture was alkaline. The residue formed was sucked off, washed with water until neutral and recrystallized from 725 ml of isopropanol. The mixture was sucked off and washed with ether. After drying under vacuum, a yellow-brownish powder was obtained. Starting materials: Cl (hydrochloric acid), N[C@@H]([C@@H](C)CC)C(=O)O (isoleucine). Run in O (water). Product: Cl.N[C@@H]([C@@H](C)CC)C(=O)O (isoleucine hydrochloride). As a reaction SMILES: [ClH:1].[NH2:2][C@H:3]([C:8]([OH:10])=[O:9])[C@H:4]([CH2:6][CH3:7])[CH3:5]>O>[ClH:1].[NH2:2][C@H:3]([C:8]([OH:10])=[O:9])[C@H:4]([CH2:6][CH3:7])[CH3:5] |f:3.4|. Procedure: a method of adding hydrochloric acid to an aqueous solution containing isoleucine and then repeatedly forming and precipitating crystals of isoleucine hydrochloride (J. Biologc. Chem., 118, 78 (1973)). However, there are the problems that the former method is very cumbersome in operation and difficult to separate isoleucine from valine and leucine, while the latter method results in lower yield because of the high solubility of crystals of isoleucine hydrochloride in water.